From a dataset of the Open Reaction Database (ORD), a public repository of structured organic reaction records. describe an organic reaction: reactants, conditions, products, and yield The reactants are COC(=O)C1C(C1)C=1SC(=CC1)C(NC[C@@H](C(=O)OC(C)(C)C)NC(=O)OCC12CC3CC(CC(C1)C3)C2)=O (2-(5-(((2S)-2-(1-Adamantylmethoxycarbonylamino)-2-tert-butoxycarbonylethyl)carbamoyl)-2-thienyl)-cyclopropancarboxylic Acid Methyl Ester), NC=1NCCCN1 (2-amino-1,4,5,6-tetrahydropyrimidine). The solvent is CN(C=O)C (dimethylformamide). Yields the product C(C)(C)(C)OC([C@H](CNC(=O)C=1SC(=CC1)C1C(C1)C(NC=1NCCCN1)=O)NC(=O)OCC12CC3CC(CC(C1)C3)C2)=O ((2S)-2-(1-Adamantylmethoxycarbonylamino)-3-((5-(2-(1,4,5,6-tetrahydropyrimidin-2-ylcarbamoyl)-cyclopropyl)-thiophene-2-carbonyl)-amino)-propionic Acid tert-Butyl Ester). Reaction SMILES: C[O:2][C:3]([CH:5]1[CH2:7][CH:6]1[C:8]1[S:9][C:10]([C:13](=[O:39])[NH:14][CH2:15][C@H:16]([NH:24][C:25]([O:27][CH2:28][C:29]23[CH2:38][CH:33]4[CH2:34][CH:35]([CH2:37][CH:31]([CH2:32]4)[CH2:30]2)[CH2:36]3)=[O:26])[C:17]([O:19][C:20]([CH3:23])([CH3:22])[CH3:21])=[O:18])=[CH:11][CH:12]=1)=O.[NH2:40][C:41]1[NH:42][CH2:43][CH2:44][CH2:45][N:46]=1>CN(C)C=O>[C:20]([O:19][C:17](=[O:18])[C@@H:16]([NH:24][C:25]([O:27][CH2:28][C:29]12[CH2:38][CH:33]3[CH2:32][CH:31]([CH2:37][CH:35]([CH2:34]3)[CH2:36]1)[CH2:30]2)=[O:26])[CH2:15][NH:14][C:13]([C:10]1[S:9][C:8]([CH:6]2[CH2:7][CH:5]2[C:3](=[O:2])[NH:40][C:41]2[NH:46][CH2:45][CH2:44][CH2:43][N:42]=2)=[CH:12][CH:11]=1)=[O:39])([CH3:21])([CH3:23])[CH3:22]. Procedure details: The product obtained in step b) was dissolved in 4 ml of anhydrous dimethylformamide and stirred under an argon atmosphere with 99 mg of 2-amino-1,4,5,6-tetrahydropyrimidine for 7 hours at room temperature. The solvent was removed in vacuo and the residue was chromatographed (silica gel; ethyl acetate/methanol (1/1, v/v)). The fractions containing the title compound were pooled and evaporated under reduced pressure to give 53 mg of a colourless resin.